From a dataset of the Open Reaction Database (ORD), a public repository of structured organic reaction records. describe an organic reaction: reactants, conditions, products, and yield Starting materials: CC(=O)N1CC(c2cccc(F)c2F)CCC(NC(=O)OC(C)(C)C)C1C#N, CCO. Yields the product CC(=O)N1CC(c2cccc(F)c2F)CCC(NC(=O)OC(C)(C)C)C1CN. Reaction SMILES: [C:1]([CH3:2])(=[O:3])[N:4]1[CH:5]([C:27]#[N:28])[CH:6]([NH:19][C:20]([O:21][C:22]([CH3:23])([CH3:24])[CH3:25])=[O:26])[CH2:7][CH2:8][CH:9]([c:11]2[c:12]([F:18])[c:13]([F:17])[cH:14][cH:15][cH:16]2)[CH2:10]1.[CH3:29][CH2:30][OH:31]>>[C:1]([CH3:2])(=[O:3])[N:4]1[CH:5]([CH2:27][NH2:28])[CH:6]([NH:19][C:20]([O:21][C:22]([CH3:23])([CH3:24])[CH3:25])=[O:26])[CH2:7][CH2:8][CH:9]([c:11]2[c:12]([F:18])[c:13]([F:17])[cH:14][cH:15][cH:16]2)[CH2:10]1. Reactants: COC(CCN(C)C(=O)OC(C)(C)C)=O (N-t-butoxycarbonyl-N-methyl-β-alanine methyl ester), [BH4-].[Na+] (sodium borohydride). The solvent is CO (methanol), O (water). Conditions: time 3 hour. Product: C(C)(C)(C)OC(=O)N(C)CCCO (3-(N-t-butoxycarbonyl-N-methylamino)propanol). Isolated yield 72.8%. As a reaction SMILES: C[O:2][C:3](=O)[CH2:4][CH2:5][N:6]([C:8]([O:10][C:11]([CH3:14])([CH3:13])[CH3:12])=[O:9])[CH3:7].[BH4-].[Na+]>CO.O>[C:11]([O:10][C:8]([N:6]([CH2:5][CH2:4][CH2:3][OH:2])[CH3:7])=[O:9])([CH3:14])([CH3:13])[CH3:12] |f:1.2|. Procedure details: To a solution of N-t-butoxycarbonyl-N-methyl-β-alanine methyl ester (3.911 g) in methanol (20 ml) and water (20 ml) was added sodium borohydride (6.81 g) portionwise at 4° C. and the mixture was stirred at room temperature for 3 hours. The solution was concentrated in vacuo, and the residue was portioned between ethyl acetate (100 ml) and 0.5 N hydrochloric acid (100 ml). The separated organic layer was washed with 0.5 N hydrochloric acid (100 ml), water (100 ml), aqueous sodium bicarbonate (100... Reactants: S(=O)(=O)(O)[O-].[Na+] (sodium hydrogensulfate), C(C)C1=C(C(=C(C=2C(CSC21)C2=CC=C(C=C2)C(C)C)C)NC(CC(C)(C)C)=O)C (N-(7-ethyl-3-(4-isopropylphenyl)-4,6-dimethyl-2,3-dihydro-1-benzothien-5-yl)-3,3-dimethylbutanamide), C(O)([O-])=O.[Na+] (sodium hydrogen carbonate), ClC1=CC(=CC=C1)C(=O)OO (m-chloroperbenzoic acid). Run in ClCCl (dichloromethane). Run at time 2 hour. The product is C(C)C1=C(C(=C(C=2C(CS(C21)=O)C2=CC=C(C=C2)C(C)C)C)NC(CC(C)(C)C)=O)C (N-(7-Ethyl-3-(4-isopropylphenyl)-4,6-dimethyl-1-oxido-2,3-dihydro-1-benzothien-5-yl)-3,3-dimethylbutanamide). Isolated yield 22.2%. RXN SMILES: [CH2:1]([C:3]1[C:11]2[S:10][CH2:9][CH:8]([C:12]3[CH:17]=[CH:16][C:15]([CH:18]([CH3:20])[CH3:19])=[CH:14][CH:13]=3)[C:7]=2[C:6]([CH3:21])=[C:5]([NH:22][C:23](=[O:29])[CH2:24][C:25]([CH3:28])([CH3:27])[CH3:26])[C:4]=1[CH3:30])[CH3:2].C(=O)([O-])[OH:32].[Na+].ClC1C=CC=C(C(OO)=O)C=1.S([O-])(O)(=O)=O.[Na+]>ClCCl>[CH2:1]([C:3]1[C:11]2[S:10](=[O:32])[CH2:9][CH:8]([C:12]3[CH:17]=[CH:16][C:15]([CH:18]([CH3:19])[CH3:20])=[CH:14][CH:13]=3)[C:7]=2[C:6]([CH3:21])=[C:5]([NH:22][C:23](=[O:29])[CH2:24][C:25]([CH3:27])([CH3:26])[CH3:28])[C:4]=1[CH3:30])[CH3:2] |f:1.2,4.5|. Reported procedure: To a mixture of N-(7-ethyl-3-(4-isopropylphenyl)-4,6-dimethyl-2,3-dihydro-1-benzothien-5-yl)-3,3-dimethylbutanamide (225 mg, 0.512 mmol) obtained in Example 164 and sodium hydrogen carbonate (65 mg, 1.01 mmol) in dichloromethane (10 mL) was added m-chloroperbenzoic acid (124 mg, 0.716 mmol) at 0° C. and the resulting mixture was stirred at room temperature for two hours. To reaction solution was added an aqueous sodium hydrogensulfate solution, the organic layer separated, and the aqueous layer ... Reactants: N1N=CC(=C1)CN1N=C(C2=C(C=CC=C12)NC(=O)C1=CN=C2N1C=CC=C2)CC (N-(1-((1H-pyrazol-4-yl)methyl)-3-ethyl-1H-indazol-4-yl)imidazo[1,2-a]pyridine-3-carboxamide), BrCCO[Si](C)(C)C(C)(C)C ((2-bromoethoxy)(tert-butyl)dimethylsilane), O.[OH-].[Cs+] (cesium hydroxide hydrate). Run in CN(C)C=O (DMF). Reaction conditions: time 3 hour. Product: [Si](C)(C)(C(C)(C)C)OCCN1N=CC(=C1)CN1N=C(C2=C(C=CC=C12)NC(=O)C1=CN=C2N1C=CC=C2)CC (N-(1-((1-(2-(tert-butyldimethylsilyloxy)ethyl)-1H-pyrazol-4-yl)methyl)-3-ethyl-1H-indazol-4-yl)imidazo[1,2-a]pyridine-3-carboxamide). Isolated yield 56.6%. As a reaction SMILES: [NH:1]1[CH:5]=[C:4]([CH2:6][N:7]2[C:15]3[C:10](=[C:11]([NH:16][C:17]([C:19]4[N:23]5[CH:24]=[CH:25][CH:26]=[CH:27][C:22]5=[N:21][CH:20]=4)=[O:18])[CH:12]=[CH:13][CH:14]=3)[C:9]([CH2:28][CH3:29])=[N:8]2)[CH:3]=[N:2]1.Br[CH2:31][CH2:32][O:33][Si:34]([C:37]([CH3:40])([CH3:39])[CH3:38])([CH3:36])[CH3:35].O.[OH-].[Cs+]>CN(C=O)C>[Si:34]([O:33][CH2:32][CH2:31][N:1]1[CH:5]=[C:4]([CH2:6][N:7]2[C:15]3[C:10](=[C:11]([NH:16][C:17]([C:19]4[N:23]5[CH:24]=[CH:25][CH:26]=[CH:27][C:22]5=[N:21][CH:20]=4)=[O:18])[CH:12]=[CH:13][CH:14]=3)[C:9]([CH2:28][CH3:29])=[N:8]2)[CH:3]=[N:2]1)([C:37]([CH3:40])([CH3:39])[CH3:38])([CH3:36])[CH3:35] |f:2.3.4|. Reported procedure: To N-(1-((1H-pyrazol-4-yl)methyl)-3-ethyl-1H-indazol-4-yl)imidazo[1,2-a]pyridine-3-carboxamide (20 mg, 0.052 mmol) in DMF (5 mL) was added (2-bromoethoxy)(tert-butyl)dimethylsilane (37 mg, 0.16 mmol), cesium hydroxide hydrate (17 mg, 0.10 mmol) and 4 angstrom molecular sieves (2 g). The reaction mixture was stirred for 3 hours and then concentrated. Purification by silica gel chromatography (DCM/MeOH 10:1) gave the desired product (16 mg). Reactants: IC1=C(C(=O)O)C=CC=C1 (2-iodobenzoic acid), NC[C@H]1N(CCC[C@H]1C)C(=O)C1=C(C=CC=C1)C1=NC=CC=N1 (((2S,3R)-2-(aminomethyl)-3-methylpiperidin-1-yl)(2-(pyrimidin-2-yl)phenyl)methanone), FC1=NC=C(C=C1)C(F)(F)F (2-fluoro-5-(trifluoromethyl)pyridine). Product: C[C@H]1[C@H](N(CCC1)C(=O)C1=C(C=CC=C1)C1=NC=CC=N1)CNC1=NC=C(C=C1)C(F)(F)F (((2S,3R)-3-Methyl-2-(((5-(trifluoromethyl)pyridin-2-yl)amino)methyl)piperidin-1-yl)(2-(pyrimidin-2-yl)phenyl)methanone). Reaction SMILES: IC1C=CC=CC=1C(O)=O.[NH2:11][CH2:12][C@@H:13]1[C@H:18]([CH3:19])[CH2:17][CH2:16][CH2:15][N:14]1[C:20]([C:22]1[CH:27]=[CH:26][CH:25]=[CH:24][C:23]=1[C:28]1[N:33]=[CH:32][CH:31]=[CH:30][N:29]=1)=[O:21].F[C:35]1[CH:40]=[CH:39][C:38]([C:41]([F:44])([F:43])[F:42])=[CH:37][N:36]=1>>[CH3:19][C@@H:18]1[CH2:17][CH2:16][CH2:15][N:14]([C:20]([C:22]2[CH:27]=[CH:26][CH:25]=[CH:24][C:23]=2[C:28]2[N:29]=[CH:30][CH:31]=[CH:32][N:33]=2)=[O:21])[C@@H:13]1[CH2:12][NH:11][C:35]1[CH:40]=[CH:39][C:38]([C:41]([F:44])([F:43])[F:42])=[CH:37][N:36]=1. Procedure: The title compound was prepared following the same general protocol as described for Example A230 using 2-iodobenzoic acid to make ((2S,3R)-2-(aminomethyl)-3-methylpiperidin-1-yl)(2-(pyrimidin-2-yl)phenyl)methanone and 2-fluoro-5-(trifluoromethyl)pyridine. ESI-MS (m/z): 456 [M+1]+. 1H NMR (500 MHz, DMSO-d6) δ 8.90-6.60 (m, 11H), 4.85-2.85 (m, 5H), 2.00-0.65 (m, 8H). Procedure details: To a solution of the product from Example 24A (42.8 mg, 0.130 mmol) in ethanol (1.3 mL) under a N2 atmosphere was added bismuth trichloride (0.026 mL, 0.39 mmol). The mixture was cooled in a cold-water bath, and sodium borohydride (79 mg, 2.079 mmol) was slowly added portion-wise over several minutes. When the addition was complete, the resulting mixture was stirred at rt for 1 hour, and then filtered through celite and rinsed with methanol. The filtrate was concentrated to ˜½ volume, diluted wi... Product: NC1=CC=C(CN(C(C)C)CC2=CC=C(N)C=C2)C=C1 (4-(((4-aminobenzyl)(isopropyl)amino)methyl)aniline). RXN SMILES: [N+:1]([C:4]1[CH:24]=[CH:23][C:7]([CH2:8][N:9]([CH2:13][C:14]2[CH:19]=[CH:18][C:17]([N+:20]([O-])=O)=[CH:16][CH:15]=2)[CH:10]([CH3:12])[CH3:11])=[CH:6][CH:5]=1)([O-])=O.[Bi](Cl)(Cl)Cl.[BH4-].[Na+]>C(O)C>[NH2:1][C:4]1[CH:5]=[CH:6][C:7]([CH2:8][N:9]([CH2:13][C:14]2[CH:15]=[CH:16][C:17]([NH2:20])=[CH:18][CH:19]=2)[CH:10]([CH3:12])[CH3:11])=[CH:23][CH:24]=1 |f:2.3|. Yield: 91.1%. Conditions: time 1 hour. Run in C(C)O (ethanol). Starting materials: [N+](=O)([O-])C1=CC=C(CN(C(C)C)CC2=CC=C(C=C2)[N+](=O)[O-])C=C1 (N,N-bis(4-nitrobenzyl)propan-2-amine), [Bi](Cl)(Cl)Cl (bismuth trichloride), [BH4-].[Na+] (sodium borohydride).